From a dataset of the Open Reaction Database (ORD), a public repository of structured organic reaction records. describe an organic reaction: reactants, conditions, products, and yield Reactants: N12C(CC(CC1)CC2)=O (Quinuclidinone), C(C)(C)C1=C(C(=CC(=C1)C(C)C)C(C)C)S(=O)(=O)NN (2,4,6-triisopropylbenzene sulphonohydrazide), [C-]#N.[K+] (Potassium cyanide). The solvent is CO (methanol). Yields the product C(#N)C1CN2CCC1CC2 (3-cyano-quinuclidine). The yield is 23.6%. Reaction SMILES: [N:1]12[CH2:8][CH2:7][CH:4]([CH2:5][CH2:6]1)[CH2:3][C:2]2=O.C(C1C=C(C(C)C)C=C(C(C)C)C=1S(NN)(=O)=O)(C)C.[C-:30]#[N:31].[K+]>CO>[C:30]([CH:3]1[CH:4]2[CH2:7][CH2:8][N:1]([CH2:6][CH2:5]2)[CH2:2]1)#[N:31] |f:2.3|. Procedure: Quinuclidinone (24.2 g, 0.19 mol) and 2,4,6-triisopropylbenzene sulphonohydrazide (72 g, 0.24 mol) (250 ml) were stirred together in anhydrous methanol for 3 hours. Potassium cyanide (33.8 g, 0.51 mol) was added and the mixture heated under reflux for 5 hours. The material isolated, after evaporation of the solvent, was partitioned between water and dichloromethane. The organic phase was dried (sodium sulphate) and evaporated and the residue fractionally distilled under reduced pressure to give ... Starting materials: CN1C(N=CC=C1OC1=CC(=CC=C1)C(F)(F)F)C1=CC=C(C=C1)C(F)(F)F (3-methyl-4-(3-trifluoromethylphenoxy)-2-(4-trifluoromethylphenyl)-pyrimidine), 5-4-(3-trifluoromethylphenoxy)-2-(4-trifluoromethylphenyl)-pyrimidine, O(C1=CC=CC=C1)C1=NC(=NC=C1)C1=CC=C(C=C1)C(F)(F)F (4-phenoxy-2-(4-trifluoromethylphenyl)pyrimidine). The product is FC(C=1C=C(OC2=NC(=NC=C2)C2=CC=C(C=C2)C(F)(F)F)C=CC1)(F)F (4-(3-Triflouromethylphenoxy)-2-(4-Triflouromethylphenyl)-Pyrimidine). RXN SMILES: C[N:2]1[C:7]([O:8][C:9]2[CH:14]=[CH:13][CH:12]=[C:11]([C:15]([F:18])([F:17])[F:16])[CH:10]=2)=[CH:6][CH:5]=[N:4][CH:3]1[C:19]1[CH:24]=[CH:23][C:22]([C:25]([F:28])([F:27])[F:26])=[CH:21][CH:20]=1.O(C1C=CN=C(C2C=CC(C(F)(F)F)=CC=2)N=1)C1C=CC=CC=1>>[F:18][C:15]([F:16])([F:17])[C:11]1[CH:10]=[C:9]([CH:14]=[CH:13][CH:12]=1)[O:8][C:7]1[CH:6]=[CH:5][N:4]=[C:3]([C:19]2[CH:20]=[CH:21][C:22]([C:25]([F:28])([F:27])[F:26])=[CH:23][CH:24]=2)[N:2]=1. Procedure: Analogously are prepared 3-methyl-4-(3-trifluoromethylphenoxy)-2-(4-trifluoromethylphenyl)-pyrimidine, 5-4-(3-trifluoromethylphenoxy)-2-(4-trifluoromethylphenyl)-pyrimidine, 4-phenoxy-2-(4-trifluoromethylphenyl)pyrimidine The reactants are C1(=CC=CC=C1)NC=1N=NN(N1)CCCCCCCCOC1OCCCC1 ((±)N-phenyl-2-[8-[(tetrahydro-2H-pyran-2-yl) oxy]octyl]-2H-tetrazol-5-amine), solution, C(CCC)[Li] (n-butyl lithium), hexanes, FC1=C(C=CC(=C1)F)N=C=O (2,4-difluorophenyl isocyanate), O (water). Run in O1CCCC1 (tetrahydrofuran). Reaction conditions: time 2.5 hour. Yields the product FC1=C(C=CC(=C1)F)NC(N(C=1N=NN(N1)CCCCCCCCOC1OCCCC1)C1=CC=CC=C1)=O ((±)N'-(2,4-Difluorophenyl)-N-phenyl-N-[2-[8-[(tetrahydro-2H-pyran-2 -yl)oxy]octyl]-2H-tetrazol-5-yl]-urea). As a reaction SMILES: [C:1]1([NH:7][C:8]2[N:9]=[N:10][N:11]([CH2:13][CH2:14][CH2:15][CH2:16][CH2:17][CH2:18][CH2:19][CH2:20][O:21][CH:22]3[CH2:27][CH2:26][CH2:25][CH2:24][O:23]3)[N:12]=2)[CH:6]=[CH:5][CH:4]=[CH:3][CH:2]=1.C([Li])CCC.[F:33][C:34]1[CH:39]=[C:38]([F:40])[CH:37]=[CH:36][C:35]=1[N:41]=[C:42]=[O:43].O>O1CCCC1>[F:33][C:34]1[CH:39]=[C:38]([F:40])[CH:37]=[CH:36][C:35]=1[NH:41][C:42](=[O:43])[N:7]([C:1]1[CH:2]=[CH:3][CH:4]=[CH:5][CH:6]=1)[C:8]1[N:9]=[N:10][N:11]([CH2:13][CH2:14][CH2:15][CH2:16][CH2:17][CH2:18][CH2:19][CH2:20][O:21][CH:22]2[CH2:27][CH2:26][CH2:25][CH2:24][O:23]2)[N:12]=1. Procedure details: To a stirred, cold (-78° C.) solution of (±)N-phenyl-2-[8-[(tetrahydro-2H-pyran-2-yl) oxy]octyl]-2H-tetrazol-5-amine (0.6161 9, 0.001650 mol) in anhydrous tetrahydrofuran (20 mL) was added a 1.6M solution of n-butyl lithium in hexanes (1.0 mL, 0.0016 mol) under a nitrogen atmosphere, and the mixture was stirred. After 2.5 hours, 2,4-difluorophenyl isocyanate (0. 195 mL, 0. 00165 mol) was added dropwise, and the mixture was stirred. After 3 hours the mixture was allowed to warm to room temperatur... The reactants are OC1=CC=C(C(=O)OCC)C=C1 (ethyl 4-hydroxybenzoate), C(C=C)Br (allyl bromide), C([O-])([O-])=O.[K+].[K+] (potassium carbonate). Solvent: CC(CC)=O (2-butanone). Product: C(C=C)OC1=CC=C(C(=O)O)C=C1 (4-Allyloxy-benzoic acid). Reaction SMILES: [OH:1][C:2]1[CH:12]=[CH:11][C:5]([C:6]([O:8]CC)=[O:7])=[CH:4][CH:3]=1.[CH2:13](Br)[CH:14]=[CH2:15].C(=O)([O-])[O-].[K+].[K+]>CC(=O)CC>[CH2:15]([O:1][C:2]1[CH:3]=[CH:4][C:5]([C:6]([OH:8])=[O:7])=[CH:11][CH:12]=1)[CH:14]=[CH2:13] |f:2.3.4|. Reported procedure: The reaction of ethyl 4-hydroxybenzoate and allyl bromide in 2-butanone in the presence of potassium carbonate was performed as described in Example 2 to give 4-Allyloxy-benzoic acid as white powder. 1H-NMR (400 MHz, d6-DMSO): 12.56 (s, —CO2H); 7.83 (d-like, J=8.0, 2 arom. H); 6.97 (d-like, J=8.0, 2 arom. H); 5.99 (m, —CH═CH2); 5.38, 5.24 (2 d-like, —CH═CH2); 4.59 (d-like, CH2—CH═CH2); 13C-NMR (100 MHz, d6-DMSO): 166.92 (—C═O); 161.72; 133.17; 131.28 (2 arom. C); 123.04; 117.80; 114.42 (2 arom. ... The reactants are FC(C=1C=C(C(=O)N2CCC3(C(NC(N3C3=C(C=CC=C3)C)C)=O)CC2)C=C(C1)C(F)(F)F)(F)F ((rac)-8-(3,5-bis-trifluoromethyl-benzoyl)-2-methyl-1-o-tolyl-1,3,8-triaza-spiro[4.5]decan-4-one), ClCCN1CCOCC1 (4-(chloroethyl)morpholine). Yields the product FC(C=1C=C(C(=O)N2CCC3(C(N(C(N3C3=C(C=CC=C3)C)C)CCN3CCOCC3)=O)CC2)C=C(C1)C(F)(F)F)(F)F (Rac-8-(3,5-Bis-trifluoromethyl-benzoyl)-2-methyl-3-(2-morpholin-4-yl-ethyl)-1-o-tolyl-1,3,8-triaza-spiro[4.5]decan-4-one). RXN SMILES: [F:1][C:2]([F:35])([F:34])[C:3]1[CH:4]=[C:5]([CH:27]=[C:28]([C:30]([F:33])([F:32])[F:31])[CH:29]=1)[C:6]([N:8]1[CH2:26][CH2:25][C:11]2([N:15]([C:16]3[CH:21]=[CH:20][CH:19]=[CH:18][C:17]=3[CH3:22])[CH:14]([CH3:23])[NH:13][C:12]2=[O:24])[CH2:10][CH2:9]1)=[O:7].Cl[CH2:37][CH2:38][N:39]1[CH2:44][CH2:43][O:42][CH2:41][CH2:40]1>>[F:35][C:2]([F:1])([F:34])[C:3]1[CH:4]=[C:5]([CH:27]=[C:28]([C:30]([F:33])([F:32])[F:31])[CH:29]=1)[C:6]([N:8]1[CH2:9][CH2:10][C:11]2([N:15]([C:16]3[CH:21]=[CH:20][CH:19]=[CH:18][C:17]=3[CH3:22])[CH:14]([CH3:23])[N:13]([CH2:37][CH2:38][N:39]3[CH2:44][CH2:43][O:42][CH2:41][CH2:40]3)[C:12]2=[O:24])[CH2:25][CH2:26]1)=[O:7]. Procedure details: The title compound, MS: m/e=613.2 (M+H+), was prepared in accordance with the general method of example 99 from (rac)-8-(3,5-bis-trifluoromethyl-benzoyl)-2-methyl-1-o-tolyl-1,3,8-triaza-spiro[4.5]decan-4-one and 4-(chloroethyl)morpholine. The reactants are CC(C=O)O[Si](C)(C)C(C)(C)C, BrCCc1ccccc1. Yields the product CC(O[Si](C)(C)C(C)(C)C)C(O)CCc1ccccc1. As a reaction SMILES: [C:1]([CH3:2])([CH3:3])([CH3:4])[Si:5]([O:6][CH:7]([CH:8]=[O:9])[CH3:10])([CH3:11])[CH3:12].[c:13]1([CH2:19][CH2:20][Br:21])[cH:14][cH:15][cH:16][cH:17][cH:18]1>>[C:1]([CH3:2])([CH3:3])([CH3:4])[Si:5]([O:6][CH:7]([CH:8]([OH:9])[CH2:20][CH2:19][c:13]1[cH:14][cH:15][cH:16][cH:17][cH:18]1)[CH3:10])([CH3:11])[CH3:12]. Starting materials: [H-].[H-].[H-].[H-].[Li+].[Al+3] (LiAlH4), CC(C(=O)O)CCCCOC1=CC=CC=C1 (2-methyl-6-phenoxy-hexanoic acid), [H-].[H-].[H-].[H-].[Li+].[Al+3] (LiAlH4). Run in CCOCC (ether), C1CCOC1 (THF), CCOCC (ether). The product is OCC(CCCCOC1=CC=CC=C1)C (1-Hydroxy-2-methyl-6-phenoxy-hexane). RXN SMILES: [CH3:1][CH:2]([CH2:6][CH2:7][CH2:8][CH2:9][O:10][C:11]1[CH:16]=[CH:15][CH:14]=[CH:13][CH:12]=1)[C:3](O)=[O:4].[H-].[H-].[H-].[H-].[Li+].[Al+3]>CCOCC.C1COCC1>[OH:4][CH2:3][CH:2]([CH3:1])[CH2:6][CH2:7][CH2:8][CH2:9][O:10][C:11]1[CH:12]=[CH:13][CH:14]=[CH:15][CH:16]=1 |f:1.2.3.4.5.6|. Reported procedure: A solution of 129 g of 2-methyl-6-phenoxy-hexanoic acid in 200 ml of absolute ether and 100 ml of absolute THF was added dropwise, under exclusion of humidity, to 32 g (0.84 mol) of LiAlH4 in 1.2 l of absolute ether. After reflux and stirring for 5 hours the LiAlH4 in excess was destroyed with acetic acid and then destroyed by dropwise addition of water and a 10% sulfuric acid. The organic layer was washed with saturated NaHCO3 -solution, dried and evaporated. The crude product was immediately f...